This data is from the Open Reaction Database (ORD), a public repository of structured organic reaction records. The task is: describe an organic reaction: reactants, conditions, products, and yield Product: ClC1=NC=CC2=C(C=CC=C12)CO (1-chloro-5-(hydroxymethyl)isoquinoline). Reaction SMILES: [Cl:1][C:2]1[C:11]2[CH:10]=[CH:9][CH:8]=[C:7]([CH:12]=[O:13])[C:6]=2[CH:5]=[CH:4][N:3]=1.[BH4-].[Na+]>CO>[Cl:1][C:2]1[C:11]2[C:6](=[C:7]([CH2:12][OH:13])[CH:8]=[CH:9][CH:10]=2)[CH:5]=[CH:4][N:3]=1 |f:1.2|. Yield: 76.9%. Starting materials: ClC1=NC=CC=2C(=CC=CC12)C=O (1-chloro-5-isoquinolinecarboxaldehyde), [BH4-].[Na+] (sodium borohydride). Run in CO (MeOH). Procedure details: A solution of 1-chloro-5-isoquinolinecarboxaldehyde (308 mg, 1.6 mmol) and sodium borohydride (NaBH4) (68 mg, 1.8 mmol) in MeOH (6 mL) was stirred at room temperature for 2 h. The reaction was quenched with water (2 mL) and concentrated in vacuo. The residue was suspended in CH2Cl2, washed with water, with brine and then dried over MgSO4 and evaporated. The residue was purified by column chromatography upon silica gel using hexanes-EtOAc (80:20 to 50:50) as eluant to give 1-chloro-5-(hydroxymeth... Product: CCC(C)c1cc(C=O)c2nc(C)c(C)c(O)c2c1. As a reaction SMILES: [CH2:1]([c:2]1[cH:3][cH:4][cH:5][cH:6][cH:7]1)[O:8][c:9]1[c:10]([CH3:26])[c:11]([CH3:25])[n:12][c:13]2[c:14]([CH:23]=[O:24])[cH:15][c:16]([CH:19]([CH3:20])[CH2:21][CH3:22])[cH:17][c:18]12.[Na+:27].[OH:28][C:29](=[O:30])[O-:31].[S:32](=[O:33])(=[O:34])([OH:35])[OH:36]>>[OH:8][c:9]1[c:10]([CH3:26])[c:11]([CH3:25])[n:12][c:13]2[c:14]([CH:23]=[O:24])[cH:15][c:16]([CH:19]([CH3:20])[CH2:21][CH3:22])[cH:17][c:18]12. Reactants: CCC(C)c1cc(C=O)c2nc(C)c(C)c(OCc3ccccc3)c2c1, [Na+], O=C([O-])O, O=S(=O)(O)O. Yields the product COC1=C(C=CC(=C1)SCC)C=1NC2=CN=NC=C2N1 (2-(2-methoxy-4-ethylthiophenyl)-1,3,5,6-tetraazaindene). Reactants: SC1=CC(=C(C=C1)C=1NC2=CN=NC=C2N1)OC (2-(4-mercapto-2-methoxyphenyl)-1,3,5,6-tetraazaindene), Na, C(C)I (ethyl iodide). As a reaction SMILES: [SH:1][C:2]1[CH:7]=[CH:6][C:5]([C:8]2[NH:9][C:10]3[C:15]([N:16]=2)=[CH:14][N:13]=[N:12][CH:11]=3)=[C:4]([O:17][CH3:18])[CH:3]=1.[CH2:19](I)[CH3:20]>>[CH3:18][O:17][C:4]1[CH:3]=[C:2]([S:1][CH2:19][CH3:20])[CH:7]=[CH:6][C:5]=1[C:8]1[NH:9][C:10]2[C:15]([N:16]=1)=[CH:14][N:13]=[N:12][CH:11]=2. Reported procedure: In a manner similar to that of Example 12, conversion of 2-(4-mercapto-2-methoxyphenyl)-1,3,5,6-tetraazaindene into the Na salt and subsequent reaction with ethyl iodide gives 2-(2-methoxy-4-ethylthiophenyl)-1,3,5,6-tetraazaindene, m.p. 248°. Reactants: Cc1onc(-c2ccccc2)c1COc1ccc(N)nn1, CN(C)c1ccncc1, CCOC(=O)Cl, c1ccncc1. Product: CCOC(=O)Nc1ccc(OCc2c(-c3ccccc3)noc2C)nn1. Reaction SMILES: [CH3:1][c:2]1[c:3]([CH2:13][O:14][c:15]2[cH:16][cH:17][c:18]([NH2:21])[n:19][n:20]2)[c:4](-[c:7]2[cH:8][cH:9][cH:10][cH:11][cH:12]2)[n:5][o:6]1.[CH3:28][N:29]([c:30]1[cH:31][cH:32][n:33][cH:34][cH:35]1)[CH3:36].[Cl:22][C:23](=[O:24])[O:25][CH2:26][CH3:27].[cH:37]1[cH:38][cH:39][n:40][cH:41][cH:42]1>>[CH3:1][c:2]1[c:3]([CH2:13][O:14][c:15]2[cH:16][cH:17][c:18]([NH:21][C:23](=[O:24])[O:25][CH2:26][CH3:27])[n:19][n:20]2)[c:4](-[c:7]2[cH:8][cH:9][cH:10][cH:11][cH:12]2)[n:5][o:6]1.